Dataset: the Open Reaction Database (ORD), a public repository of structured organic reaction records. Task: describe an organic reaction: reactants, conditions, products, and yield The reactants are N([C@@H](CC1=CC=C(C=C1)O)C(=O)N[C@H](CCS(=O)C)C(=O)NCC(=O)N([C@@H](CC1=CC=CC=C1)C(=O)NNC(=O)CCC)CC)C(=O)OC(C)(C)C (BOC-Tyr-(D)-Met(O)-Gly-EtPhe-NHNHCOCH2CH2CH3), N[C@@H](CCSC)C(=O)O (Met), Amino acid, C(CS)(=O)O (thioglycolic acid), N[C@@H](CCSC)C(=O)O (Met), N[C@@H](CC1=CC=C(C=C1)O)C(=O)O (Tyr). Solvent: CO (MeOH). Product: N[C@@H](CC1=CC=C(C=C1)O)C(=O)N[C@H](CCS(=O)C)C(=O)NCC(=O)N([C@@H](CC1=CC=CC=C1)C(=O)NNC(=O)CCC)CC (H-Tyr-(D)-Met(O)-Gly-EtPhe-NHNHCOCH2CH2CH3). As a reaction SMILES: [NH:1](C(OC(C)(C)C)=O)[C@H:2]([C:11]([NH:13][C@@H:14]([C:20]([NH:22][CH2:23][C:24]([N:26]([CH2:44][CH3:45])[C@H:27]([C:35]([NH:37][NH:38][C:39]([CH2:41][CH2:42][CH3:43])=[O:40])=[O:36])[CH2:28][C:29]1[CH:34]=[CH:33][CH:32]=[CH:31][CH:30]=1)=[O:25])=[O:21])[CH2:15][CH2:16][S:17]([CH3:19])=[O:18])=[O:12])[CH2:3][C:4]1[CH:9]=[CH:8][C:7]([OH:10])=[CH:6][CH:5]=1.C(O)(=O)CS.N[C@H](C(O)=O)CCSC.N[C@H](C(O)=O)CC1C=CC(O)=CC=1>CO>[NH2:1][C@H:2]([C:11]([NH:13][C@@H:14]([C:20]([NH:22][CH2:23][C:24]([N:26]([CH2:44][CH3:45])[C@H:27]([C:35]([NH:37][NH:38][C:39]([CH2:41][CH2:42][CH3:43])=[O:40])=[O:36])[CH2:28][C:29]1[CH:34]=[CH:33][CH:32]=[CH:31][CH:30]=1)=[O:25])=[O:21])[CH2:15][CH2:16][S:17]([CH3:19])=[O:18])=[O:12])[CH2:3][C:4]1[CH:5]=[CH:6][C:7]([OH:10])=[CH:8][CH:9]=1. Reported procedure: By the same procedure as in Example 2-(IV), there was obtained the objective compound from 0.50 g of BOC-Tyr-(D)-Met(O)-Gly-EtPhe-NHNHCOCH2CH2CH3. Yield: 0.29 g, [α]D24 +17.6° (c=0.52, MeOH), Rf2 0.26. Amino acid analysis (4% thioglycolic acid/6 N hydrochloric acid hydrolysis): Gly 1.00(1), Met 1.03(1), Tyr 0.98(1).